From a dataset of the Open Reaction Database (ORD), a public repository of structured organic reaction records. describe an organic reaction: reactants, conditions, products, and yield Starting materials: Cl.NC(CNC(CN1N=C(N(C1=O)CC1=C(C=CC=C1)F)C=1SC(=CC1)Cl)=O)C1=C(C=CC=C1)C(F)(F)F (N-{2-Amino-2-[2-(trifluoromethyl)phenyl]ethyl}-2-[3-(5-chloro-2-thienyl)-4-(2-fluorobenzyl)-5-oxo-4,5-dihydro-1H-1,2,4-triazol-1-yl]acetamide hydrochloride), CS(=O)(=O)Cl (methanesulphonyl chloride). Yields the product ClC1=CC=C(S1)C1=NN(C(N1CC1=C(C=CC=C1)F)=O)CC(=O)NCC(C1=C(C=CC=C1)C(F)(F)F)NS(=O)(=O)C (2-[3-(5-Chloro-2-thienyl)-4-(2-fluorobenzyl)-5-oxo-4,5-dihydro-1H-1,2,4-triazol-1-yl]-N-{2-[(methylsulphonyl)amino]-2-[2-(trifluoromethyl)phenyl]ethyl}acetamide). Reaction SMILES: Cl.[NH2:2][CH:3]([C:29]1[CH:34]=[CH:33][CH:32]=[CH:31][C:30]=1[C:35]([F:38])([F:37])[F:36])[CH2:4][NH:5][C:6](=[O:28])[CH2:7][N:8]1[C:12](=[O:13])[N:11]([CH2:14][C:15]2[CH:20]=[CH:19][CH:18]=[CH:17][C:16]=2[F:21])[C:10]([C:22]2[S:23][C:24]([Cl:27])=[CH:25][CH:26]=2)=[N:9]1.[CH3:39][S:40](Cl)(=[O:42])=[O:41]>>[Cl:27][C:24]1[S:23][C:22]([C:10]2[N:11]([CH2:14][C:15]3[CH:20]=[CH:19][CH:18]=[CH:17][C:16]=3[F:21])[C:12](=[O:13])[N:8]([CH2:7][C:6]([NH:5][CH2:4][CH:3]([NH:2][S:40]([CH3:39])(=[O:42])=[O:41])[C:29]3[CH:34]=[CH:33][CH:32]=[CH:31][C:30]=3[C:35]([F:36])([F:37])[F:38])=[O:28])[N:9]=2)=[CH:26][CH:25]=1 |f:0.1|. Reported procedure: Analogously to the procedure of Example 68, 35 mg (52 μmol) of the compound of Example 61A were reacted with methanesulphonyl chloride. This gave 14 mg (41% of theory) of the title compound.